This data is from the Open Reaction Database (ORD), a public repository of structured organic reaction records. The task is: describe an organic reaction: reactants, conditions, products, and yield Reactants: C1(CC1)C=1N=C2N(C=C(C=C2)[N+](=O)[O-])C1C (2-cyclopropyl-3-methyl-6-nitroimidazo[1,2-a]pyridine), FC(C=1C=CC(=NC1)C1=CC=C(C=C1)C(=O)O)(F)F (4-[5-(trifluoromethyl)-2-pyridyl]benzenecarboxylic acid), Cl.C(C)(=O)OCC (hydrochloric acid ethyl acetate). The solvent is C(C)(=O)OCC (ethyl acetate). The product is Cl.C1(CC1)C=1N=C2N(C=C(C=C2)NC(C2=CC=C(C=C2)C2=NC=C(C=C2)C(F)(F)F)=O)C1C (N-(2-cyclopropyl-3-methylimidazo[1,2-a]pyridin-6-yl)-4-[5-(trifluoromethyl)-2-pyridyl]benzamide hydrochloride). Reaction SMILES: [CH:1]1([C:4]2[N:5]=[C:6]3[CH:11]=[CH:10][C:9]([N+:12]([O-])=O)=[CH:8][N:7]3[C:15]=2[CH3:16])[CH2:3][CH2:2]1.[F:17][C:18]([F:35])([F:34])[C:19]1[CH:20]=[CH:21][C:22]([C:25]2[CH:30]=[CH:29][C:28]([C:31](O)=[O:32])=[CH:27][CH:26]=2)=[N:23][CH:24]=1.[ClH:36].C(OCC)(=O)C>C(OCC)(=O)C>[ClH:36].[CH:1]1([C:4]2[N:5]=[C:6]3[CH:11]=[CH:10][C:9]([NH:12][C:31](=[O:32])[C:28]4[CH:27]=[CH:26][C:25]([C:22]5[CH:21]=[CH:20][C:19]([C:18]([F:35])([F:17])[F:34])=[CH:24][N:23]=5)=[CH:30][CH:29]=4)=[CH:8][N:7]3[C:15]=2[CH3:16])[CH2:3][CH2:2]1 |f:2.3,5.6|. Procedure details: Operations similar to those of Example 1 were conducted using 2-cyclopropyl-3-methyl-6-nitroimidazo[1,2-a]pyridine and 4-[5-(trifluoromethyl)-2-pyridyl]benzenecarboxylic acid. The resulting solid was dissolved in ethyl acetate, followed by addition of 4N hydrochloric acid-ethyl acetate solution and concentration under reduced pressure. The title compound was obtained as white solid.